This data is from the Open Reaction Database (ORD), a public repository of structured organic reaction records. The task is: describe an organic reaction: reactants, conditions, products, and yield Reaction SMILES: [CH2:2]([c:3]1[cH:4][cH:5][cH:6][cH:7][cH:8]1)[CH:9]1[N:10]([CH3:18])[CH2:11][CH2:12][C:13](=[O:17])[C:14]1([CH3:15])[CH3:16].[CH3:19][OH:20].[ClH:1].[Pt:21]=[O:22]>>[CH2:2]([c:3]1[cH:4][cH:5][cH:6][cH:7][cH:8]1)[CH:9]1[N:10]([CH3:18])[CH2:11][CH2:12][CH:13]([OH:17])[C:14]1([CH3:15])[CH3:16].[ClH:1]. Yields the product CN1CCC(O)C(C)(C)C1Cc1ccccc1, Cl. Reactants: CN1CCC(=O)C(C)(C)C1Cc1ccccc1, CO, Cl, O=[Pt]. The yield is 15.1%. Starting materials: C1(NCCC2=CN=CC=C12)=O (3,4-Dihydro-2,6-naphthyridin-1(2H)-one), IC=1C=NC=CC1C (3-iodo-4-methylpyridine), trans-N,N′-dimethyl-cyclohexyl-1,2-diamine, P(=O)([O-])([O-])[O-].[K+].[K+].[K+] (potassium phosphate). RXN SMILES: [C:1]1(=[O:11])[C:10]2[C:5](=[CH:6][N:7]=[CH:8][CH:9]=2)[CH2:4][CH2:3][NH:2]1.I[C:13]1[CH:14]=[N:15][CH:16]=[CH:17][C:18]=1[CH3:19].P([O-])([O-])([O-])=O.[K+].[K+].[K+]>O1CCOCC1.[Cu](I)I>[CH3:19][C:18]1[CH:17]=[CH:16][N:15]=[CH:14][C:13]=1[N:2]1[CH2:3][CH2:4][C:5]2[C:10](=[CH:9][CH:8]=[N:7][CH:6]=2)[C:1]1=[O:11] |f:2.3.4.5|. Reagents/catalysts: [Cu](I)I (copper iodide). Product: CC1=C(C=NC=C1)N1C(C2=CC=NC=C2CC1)=O (2-(4-methylpyridin-3-yl)-3,4-dihydro-2,6-naphthyridin-1(2H)-one). Reported procedure: 3,4-Dihydro-2,6-naphthyridin-1(2H)-one (I-67h: 45 mg, 0.304 mmol) was reacted with 3-iodo-4-methylpyridine (100 mg, 0.456 mmol), copper iodide (5.7 mg, 0.0304 mmol), trans-N,N′-dimethyl-cyclohexyl-1,2-diamine (12.95 mg, 0.0912 mmol) and potassium phosphate (193.3 mg, 0.912 mmol) in 1,4-dioxane (5 mL) to afford the crude product. Purification by column chromatography on silica gel (4% methanol in CHCl3), followed by preparative HPLC afforded 11 mg of the product (15.27% yield). Solvent: O1CCOCC1 (1,4-dioxane). The reactants are Cc1c(Br)cc(S)cc1Br, O=C([O-])[O-], CCI, CCOC(C)=O, [Cs+], [Cs+], CN(C)C=O. Yields the product CCSc1cc(Br)c(C)c(Br)c1. As a reaction SMILES: [Br:1][c:2]1[cH:3][c:4]([SH:10])[cH:5][c:6]([Br:9])[c:7]1[CH3:8].[C:11](=[O:12])([O-:13])[O-:14].[CH2:17]([CH3:18])[I:19].[CH3:25][CH2:26][O:27][C:28](=[O:29])[CH3:30].[Cs+:15].[Cs+:16].[O:20]=[CH:21][N:22]([CH3:23])[CH3:24]>>[Br:1][c:2]1[cH:3][c:4]([S:10][CH2:17][CH3:18])[cH:5][c:6]([Br:9])[c:7]1[CH3:8]. Starting materials: C1(=C(C(=C(C(=C1F)F)F)N)F)N.Cl.Cl (dihydrochloride), Cl.Cl.N1=CC=C(C=C1)C1=CN2CCC1CC2 (3-(4-pyridinyl)-1-azabicyclo[2.2.2]oct-2-ene dihydrochloride). Yields the product N1=CC=C(C=C1)C1CN2CCC1CC2 (3-(4-Pyridinyl)-1-azabicyclo[2.2.2]octane). Isolated yield 96.5%. Reaction SMILES: Cl.Cl.[N:3]1[CH:8]=[CH:7][C:6]([C:9]2[CH:14]3[CH2:15][CH2:16][N:11]([CH2:12][CH2:13]3)[CH:10]=2)=[CH:5][CH:4]=1.C1(N)C(F)=C(F)C(F)=C(N)C=1F.Cl.Cl>>[N:3]1[CH:8]=[CH:7][C:6]([CH:9]2[CH:14]3[CH2:15][CH2:16][N:11]([CH2:12][CH2:13]3)[CH2:10]2)=[CH:5][CH:4]=1 |f:0.1.2,3.4.5|. Procedure: By the procedure described in Example 6, hydrogenation of 3-(4-pyridinyl)-1-azabicyclo[2.2.2]oct-2-ene dihydrochloride (1.07 g, prepared as in Example 10c) gave 0.75 g of the title compound as the dihydrochloride salt; m.p. 210°-220° C.; Found: C, 54.18; H, 6.93; N, 10.54. C12H18N2Cl2.0.25H2O requires C, 54.25; H, 7.02; N, 10.54; δ(360 MHz, D2O) 8.772 (2H, d, J=6.8 Hz, py-H), 8.063 (2H, m, J=6.8 Hz, py-H), 4.00-3.30 (6H, m, H2 -2, H2 -6 and H2 -7) 2.60-1.85 (5H, m, H-4, H2 -5 and H2 -8); m/e 188...